describe an organic reaction: reactants, conditions, products, and yield From a dataset of the Open Reaction Database (ORD), a public repository of structured organic reaction records. Reactants: C1(=CC=CC=C1)N1N=C2C(=CNC=3C=CC(=NC23)N2CCNCC2)C1=O (2-Phenyl-8-(piperazin-1-yl)-2,5-dihydro-pyrazolo[4,3-c][1,5]naphthyridin-3-one), N1CCNCCC1 (perhydro-[1,4]-diazepine). The product is N1(CCNCCC1)C1=NC=2C=3C(=CNC2C=C1)C(N(N3)C3=CC=CC=C3)=O (8-[1,4]-Diazepan-1-yl-2-phenyl-2,5-dihydro-pyrazolo[4,3-c][1,5]naphthyridin-3-one). RXN SMILES: [C:1]1([N:7]2[C:25](=[O:26])[C:10]3=[CH:11][NH:12][C:13]4[CH:14]=[CH:15][C:16]([N:19]5[CH2:24][CH2:23][NH:22][CH2:21][CH2:20]5)=[N:17][C:18]=4[C:9]3=[N:8]2)[CH:6]=[CH:5][CH:4]=[CH:3][CH:2]=1.N1CCCNC[CH2:28]1>>[N:19]1([C:16]2[CH:15]=[CH:14][C:13]3[NH:12][CH:11]=[C:10]4[C:25](=[O:26])[N:7]([C:1]5[CH:2]=[CH:3][CH:4]=[CH:5][CH:6]=5)[N:8]=[C:9]4[C:18]=3[N:17]=2)[CH2:20][CH2:21][CH2:28][NH:22][CH2:23][CH2:24]1. Procedure: The title compound was prepared following the procedure described for 6a using perhydro-[1,4]-diazepine instead of piperazine. 1H-NMR (DMSO-d6) δ (ppm): 1.82 (2H, m), 2.65 (2H, m), 2.90 (2H, m), 3.88 (4H, m), 6.89 (1H, d, J=9.07 Hz), 7.05 (1H, t, J=7.41 Hz), 7.35 (2H, dd, J=8.52, 7.41 Hz), 7.74 (1H, d, J=9.07 Hz), 8.25 (2H, m), 8.29 (1H, s). m/z 361.4 (MH+). Reactants: FC=1C(=C(C=CC1F)NC(C(C)(C)C)=O)C(C1=CC=C(C=C1)F)=O (N-[3,4-difluoro-2-(4-fluorobenzoyl)phenyl]-2,2-dimethylpropanamide), C([O-])([O-])=O.[Na+].[Na+] (sodium carbonate). The solvent is O (water), Cl (HCl), COCCOC (DME). Conditions: time 24 hour. Yields the product NC1=CC=C(C(=C1C(=O)C1=CC=C(C=C1)F)F)F ((6-amino-2,3-difluorophenyl)(4-fluorophenyl)methanone). Reaction SMILES: [F:1][C:2]1[C:3]([C:16](=[O:24])[C:17]2[CH:22]=[CH:21][C:20]([F:23])=[CH:19][CH:18]=2)=[C:4]([NH:9]C(=O)C(C)(C)C)[CH:5]=[CH:6][C:7]=1[F:8].C(=O)([O-])[O-].[Na+].[Na+]>Cl.COCCOC.O>[NH2:9][C:4]1[C:3]([C:16]([C:17]2[CH:22]=[CH:21][C:20]([F:23])=[CH:19][CH:18]=2)=[O:24])=[C:2]([F:1])[C:7]([F:8])=[CH:6][CH:5]=1 |f:1.2.3|. Procedure details: To a −78° C. solution of 2.5 g (11.724 mmol) N-(3,4-difluorophenyl)-2,2-dimethylpropanamide in 39 ml anhydrous THF was added drop wise over 15 mins 18 mL (28.136 mmol) n-BuLi (1.6M solution in cyclohexanes). After 1 hr at −78° C., 4 mL (26.966 mmol) ethyl 4-fluorobenzoate was added dropwise and the reaction mixture stirred from −78° C. to rt. After 45 mins, the reaction mixture was cooled to 0 C and quenched with saturated ammonium chloride and poured into a 1:1 mixture of ether:water and warmed...